From a dataset of the Open Reaction Database (ORD), a public repository of structured organic reaction records. describe an organic reaction: reactants, conditions, products, and yield The reactants are [OH-].[Na+] (sodium hydroxide), C(=O)(O)C=1C=C2C(=CNC2=CC1)CCCCN1CC2=C(CC1)C1=C(O2)C=CC=C1 (2-[4-(5-carboxy-3-indolyl)butyl]-1,2,3,4-tetrahydrobenzofuro[2,3-c]pyridine), [H-].[Al+3].[Li+].[H-].[H-].[H-] (lithium aluminium hydride). Run in C1CCOC1 (THF), C1CCOC1 (THF). Reaction conditions: time 2 hour. The product is OCC=1C=C2C(=CNC2=CC1)CCCCN1CC2=C(CC1)C1=C(O2)C=CC=C1 (2-[4-(5-Hydroxymethyl-3-indolyl)butyl]-1,2,3,4-tetrahydrobenzofuro[2,3-c]pyridine). As a reaction SMILES: [C:1]([C:4]1[CH:5]=[C:6]2[C:10](=[CH:11][CH:12]=1)[NH:9][CH:8]=[C:7]2[CH2:13][CH2:14][CH2:15][CH2:16][N:17]1[CH2:22][CH2:21][C:20]2[C:23]3[CH:29]=[CH:28][CH:27]=[CH:26][C:24]=3[O:25][C:19]=2[CH2:18]1)(O)=[O:2].[H-].[Al+3].[Li+].[H-].[H-].[H-].[OH-].[Na+]>C1COCC1>[OH:2][CH2:1][C:4]1[CH:5]=[C:6]2[C:10](=[CH:11][CH:12]=1)[NH:9][CH:8]=[C:7]2[CH2:13][CH2:14][CH2:15][CH2:16][N:17]1[CH2:22][CH2:21][C:20]2[C:23]3[CH:29]=[CH:28][CH:27]=[CH:26][C:24]=3[O:25][C:19]=2[CH2:18]1 |f:1.2.3.4.5.6,7.8|. Procedure details: A solution of 3.88 g of 2-[4-(5-carboxy-3-indolyl)butyl]-1,2,3,4-tetrahydrobenzofuro[2,3-c]pyridine in 40 ml of THF is added dropwise to a stirred suspension of 0.76 g of lithium aluminium hydride in 30 ml of THF under N2. The mixture is then stirred at 20° for 2 hours, decomposition is carried out with dilute sodium hydroxide solution and then with water, and the mixture is filtered. The usual working up is carried out on the filtrate. 2-[4-(5-Hydroxymethyl-3-indolyl)butyl]-1,2,3,4-tetrahydrobe... Isolated yield 42.0%. As a reaction SMILES: [Br:1][C:2]1[CH:11]=[C:10]2[C:5]([CH2:6][CH2:7][C:8](=[CH2:13])[C:9]2=[O:12])=[CH:4][CH:3]=1.[Cl-].[NH4+].[CH2:16]1COCC1>>[Br:1][C:2]1[CH:11]=[C:10]2[C:5]([CH2:6][CH2:7][C:8](=[CH2:13])[C:9]2([CH3:16])[OH:12])=[CH:4][CH:3]=1 |f:1.2|. Procedure details: Anhydrous THF (200 mL) was added to a flame dried flask charged with anhydrous cerium (III) chloride (3.90 g, 15.8 mmol) under dry nitrogen. The mixture was vigorously stirred for 2 hours to provide an opaque suspension. The suspension was cooled to −78° C. Methyllithium (1.6 M in diethylether) (9.89 mL, 15.8 mmol) was added to the suspension of cerium(III) chloride to produce a bright yellow solution of methylcerium(III) dichloride. After stirring for 1 hour at −78° C., a solution of 7-bromo-2-... Starting materials: BrC1=CC=C2CCC(C(C2=C1)=O)=C (7-bromo-2-methylene-3,4-dihydronaphthalen-1(2H)-one), C1CCOC1 (THF), [Cl-].[NH4+] (ammonium chloride). Conditions: temperature -78 celsius, time 1 hour. Yields the product BrC1=CC=C2CCC(C(C2=C1)(O)C)=C (7-bromo-1-methyl-2-methylene-1,2,3,4-tetrahydronaphthalen-1-ol). The reactants are CO, COC(=O)Cl, ClCCl, Cl, CCOC(=O)CCN(C(=O)c1ccc2c(c1)nc(CNc1ccc(C(=N)N)cc1)n2C)c1ccccn1. The product is CCOC(=O)CCN(C(=O)c1ccc2c(c1)nc(CNc1ccc(C(=N)NC(=O)OC)cc1)n2C)c1ccccn1. As a reaction SMILES: [CH3:44][OH:45].[Cl:39][C:40](=[O:41])[O:42][CH3:43].[Cl:46][CH2:47][Cl:48].[ClH:1].[n:2]1[c:3]([N:8]([C:9](=[O:10])[c:11]2[cH:12][c:13]3[c:14]([n:15]([CH3:29])[c:16]([CH2:18][NH:19][c:20]4[cH:21][cH:22][c:23]([C:26]([NH2:27])=[NH:28])[cH:24][cH:25]4)[n:17]3)[cH:30][cH:31]2)[CH2:32][CH2:33][C:34](=[O:35])[O:36][CH2:37][CH3:38])[cH:4][cH:5][cH:6][cH:7]1>>[n:2]1[c:3]([N:8]([C:9](=[O:10])[c:11]2[cH:12][c:13]3[c:14]([n:15]([CH3:29])[c:16]([CH2:18][NH:19][c:20]4[cH:21][cH:22][c:23]([C:26](=[NH:27])[NH:28][C:40](=[O:41])[O:42][CH3:43])[cH:24][cH:25]4)[n:17]3)[cH:30][cH:31]2)[CH2:32][CH2:33][C:34](=[O:35])[O:36][CH2:37][CH3:38])[cH:4][cH:5][cH:6][cH:7]1. RXN SMILES: [CH3:1][N:2]([CH2:14][C:15]([OH:17])=O)[NH:3][C:4](=[O:13])[NH:5][CH2:6][C:7]1[CH:12]=[CH:11][N:10]=[CH:9][CH:8]=1.[NH2:18][C@H:19]([C:28]([N:30]([C@@H:42]([CH3:50])[CH:43]([O:47][CH2:48][CH3:49])[O:44][CH2:45][CH3:46])[CH2:31][C:32]1[C:41]2[C:36](=[CH:37][CH:38]=[CH:39][CH:40]=2)[CH:35]=[CH:34][CH:33]=1)=[O:29])[CH2:20][C:21]([O:23][C:24]([CH3:27])([CH3:26])[CH3:25])=[O:22]>>[CH2:45]([O:44][CH:43]([O:47][CH2:48][CH3:49])[C@@H:42]([N:30]([CH2:31][C:32]1[C:41]2[C:36](=[CH:37][CH:38]=[CH:39][CH:40]=2)[CH:35]=[CH:34][CH:33]=1)[C:28](=[O:29])[C@@H:19]([NH:18][C:15](=[O:17])[CH2:14][N:2]([CH3:1])[NH:3][C:4](=[O:13])[NH:5][CH2:6][C:7]1[CH:8]=[CH:9][N:10]=[CH:11][CH:12]=1)[CH2:20][C:21]([O:23][C:24]([CH3:26])([CH3:27])[CH3:25])=[O:22])[CH3:50])[CH3:46]. Yields the product C(C)OC([C@H](C)N(C([C@H](CC(=O)OC(C)(C)C)NC(CN(NC(NCC1=CC=NC=C1)=O)C)=O)=O)CC1=CC=CC2=CC=CC=C12)OCC ((S)-tert-butyl 4-(((S)-1,1-diethoxypropan-2-yl)(naphthalen-1-ylmethyl)amino)-3-(2-(1-methyl-2-(pyridin-4-ylmethylcarbamoyl)hydrazinyl)acetamido)-4-oxobutanoate). The reactants are Compound II, CN(NC(NCC1=CC=NC=C1)=O)CC(=O)O (2-(1-methyl-2-(pyridin-4-ylmethylcarbamoyl)hydrazinyl)acetic acid), N[C@@H](CC(=O)OC(C)(C)C)C(=O)N(CC1=CC=CC2=CC=CC=C12)[C@H](C(OCC)OCC)C ((S)-tert-butyl 3-amino-4-(((S)-1,1-diethoxypropan-2-yl)-(naphthalen-1-ylmethyl)amino)-4-oxobutanoate). Procedure: According to the procedure described in the synthesis method of Compound II-15, 2-(1-methyl-2-(pyridin-4-ylmethylcarbamoyl)hydrazinyl)acetic acid (Compound VI-6) 78 mg (0.33 mmol) was coupled with (S)-tert-butyl 3-amino-4-(((S)-1,1-diethoxypropan-2-yl)-(naphthalen-1-ylmethyl)amino)-4-oxobutanoate (Compound IV-16) 100 mg (0.22 mmol) to obtain the title compound. Reactants: B(F)(F)F.CSC (boron trifluoride dimethyl sulfide), BrC1=C(N(C2=CC=CC=C12)C1=CC=C(C=C1)OC)C=1C(=NOC1C)C (4-[3-bromo-1-(4-methoxyphenyl)-1H-indol-2-yl]-3,5-dimethylisoxazole), product. Run in C(Cl)Cl (DCM), CCOC(=O)C (EtOAc). Product: BrC1=C(N(C2=CC=CC=C12)C1=CC=C(C=C1)O)C=1C(=NOC1C)C (4-[3-bromo-2-(3,5-dimethylisoxazol-4-yl)-1H-indole-1-yl]phenol). RXN SMILES: B(F)(F)F.CSC.[Br:8][C:9]1[C:17]2[C:12](=[CH:13][CH:14]=[CH:15][CH:16]=2)[N:11]([C:18]2[CH:23]=[CH:22][C:21]([O:24]C)=[CH:20][CH:19]=2)[C:10]=1[C:26]1[C:27]([CH3:32])=[N:28][O:29][C:30]=1[CH3:31]>C(Cl)Cl.CCOC(C)=O>[Br:8][C:9]1[C:17]2[C:12](=[CH:13][CH:14]=[CH:15][CH:16]=2)[N:11]([C:18]2[CH:19]=[CH:20][C:21]([OH:24])=[CH:22][CH:23]=2)[C:10]=1[C:26]1[C:27]([CH3:32])=[N:28][O:29][C:30]=1[CH3:31] |f:0.1|. Procedure: At 0° C., 10 eq of boron trifluoride-dimethyl sulfide was added to 4-[3-bromo-1-(4-methoxyphenyl)-1H-indol-2-yl]-3,5-dimethylisoxazole (the intermediate product of step (b) from the synthesis of Example 22), dissolved in DCM and stirred at ambient temperature over night. The mixture was diluted with EtOAc and washed with brine, the organic phase was concentrated and subjected to reversed phase preparative HPLC. Appropriate fractions were combined and evaporated, and identified by ES/MS m/z: 385.... Reactants: C(CC=C)N(C(C=C)=O)C1=CC=C(C=C1)OCC(F)(F)F (N-But-3-enyl-N-[4-(2,2,2-trifluoro-ethoxy)-phenyl]-acrylamide). The reagents and catalysts are Cl[Ru](Cl)([P](C1CCCCC1)(C2CCCCC2)C3CCCCC3)([P](C4CCCCC4)(C5CCCCC5)C6CCCCC6)=CC7=CC=CC=C7 (Grubbs catalyst). The solvent is C(Cl)Cl (DCM). Reaction conditions: temperature 45 celsius. Yields the product FC(COC1=CC=C(C=C1)N1C(C=CCC1)=O)(F)F (1-[4-(2,2,2-Trifluoro-ethoxy)-phenyl]-5,6-dihydro-1H-pyridin-2-one). The yield is 66.4%. RXN SMILES: [CH2:1]([N:5]([C:10]1[CH:15]=[CH:14][C:13]([O:16][CH2:17][C:18]([F:21])([F:20])[F:19])=[CH:12][CH:11]=1)[C:6](=[O:9])[CH:7]=[CH2:8])[CH2:2]C=C>Cl[Ru](=CC1C=CC=CC=1)([P](C1CCCCC1)(C1CCCCC1)C1CCCCC1)([P](C1CCCCC1)(C1CCCCC1)C1CCCCC1)Cl.C(Cl)Cl>[F:21][C:18]([F:19])([F:20])[CH2:17][O:16][C:13]1[CH:12]=[CH:11][C:10]([N:5]2[CH2:1][CH2:2][CH:8]=[CH:7][C:6]2=[O:9])=[CH:15][CH:14]=1 |^1:30,49|. Reported procedure: A mixture of N-But-3-enyl-N-[4-(2,2,2-trifluoro-ethoxy)-phenyl]-acrylamide (1.6 g, 5 mmol) and Grubbs catalyst (0.24 g) in 30 mL of DCM was heated to 45° C. overnight. The mixture was evaporated to dryness. The residue was purified by silica-gel column chromatography (eluting with petroleum ether/ethyl acetate=5:1) to obtain the title compound as grey solid (0.9 g, 66%). LC-MS: 272.1 [M+1]+. The product is CC=COCC1CCCCCCCCCCC1. RXN SMILES: [CH2:17]([CH:18]=[CH2:19])[Br:20].[CH:21]([N:22]([CH3:23])[CH3:24])=[O:25].[CH:3]1([CH2:15][OH:16])[CH2:4][CH2:5][CH2:6][CH2:7][CH2:8][CH2:9][CH2:10][CH2:11][CH2:12][CH2:13][CH2:14]1.[H-:1].[Na+:2]>>[CH:3]1([CH2:15][O:16][CH:17]=[CH:18][CH3:19])[CH2:4][CH2:5][CH2:6][CH2:7][CH2:8][CH2:9][CH2:10][CH2:11][CH2:12][CH2:13][CH2:14]1. The reactants are C=CCBr, CN(C)C=O, OCC1CCCCCCCCCCC1, [H-], [Na+]. The reactants are CN1CC(CCCC1)OC=1C=C(C=O)C=CC1 (3-(1-methyl-3-hexahydroazepinyloxy)benzaldehyde), C1(CCCC1)N1N=C(C(=C1N)C(=O)N)CC (1-cyclopentyl-3-ethyl-5-amino-1H-pyrazole-4-carboxamide), CS(=O)(=O)O (methanesulfonic acid), xylenes. Solvent: C(Cl)Cl (CH2Cl2). Yields the product C1(CCCC1)N1NC(=C2C1=NC(=NC2=O)C2=CC(=CC=C2)OC2CN(CCCC2)C)CC (1-cyclopentyl-3-ethyl-6-[3-(1-methyl-3-hexahydroazepinyloxy)phenyl]pyrazolo[3,4-d]pyrimidin-4-one). The yield is 44.9%. As a reaction SMILES: [CH3:1][N:2]1[CH2:8][CH2:7][CH2:6][CH2:5][CH:4]([O:9][C:10]2[CH:11]=[C:12]([CH:15]=[CH:16][CH:17]=2)[CH:13]=O)[CH2:3]1.[CH:18]1([N:23]2[C:27]([NH2:28])=[C:26]([C:29]([NH2:31])=[O:30])[C:25]([CH2:32][CH3:33])=[N:24]2)[CH2:22][CH2:21][CH2:20][CH2:19]1.CS(O)(=O)=O>C(Cl)Cl>[CH:18]1([N:23]2[C:27]3=[N:28][C:13]([C:12]4[CH:15]=[CH:16][CH:17]=[C:10]([O:9][CH:4]5[CH2:5][CH2:6][CH2:7][CH2:8][N:2]([CH3:1])[CH2:3]5)[CH:11]=4)=[N:31][C:29](=[O:30])[C:26]3=[C:25]([CH2:32][CH3:33])[NH:24]2)[CH2:19][CH2:20][CH2:21][CH2:22]1. Reported procedure: A mixture of 3-(1-methyl-3-hexahydroazepinyloxy)benzaldehyde (0.79 g, 3.4 mol), 1-cyclopentyl-3-ethyl-5-amino-1H-pyrazole-4-carboxamide (0.5 g, 2.2 mmol), methanesulfonic acid (0.25 ml) and xylenes (25 ml) was refluxed overnight. The solvent was stripped, the residue was dissolved in CH2Cl2 and purified by column chromatography on silica gel eluting with ether, then acetone, then 0.5% Et3N/acetone to afford 0.43 g (45%) of 1-cyclopentyl-3-ethyl-6-[3-(1-methyl-3-hexahydroazepinyloxy)phenyl]pyrazo... The reactants are COc1cc2c(Oc3cccc(NC(=O)Nc4cc(C(C)(C)C)on4)c3)ncnc2cc1OCCCCl, CCCC[N+](CCCC)(CCCC)CCCC, CCN(C(C)C)C(C)C, [I-], OCCN1CCNCC1, CN(C)C=O. Product: COc1cc2c(Oc3cccc(NC(=O)Nc4cc(C(C)(C)C)on4)c3)ncnc2cc1OCCCN1CCN(CCO)CC1. As a reaction SMILES: [C:1]([CH3:2])([CH3:3])([CH3:4])[c:5]1[cH:6][c:7]([NH:10][C:11](=[O:12])[NH:13][c:14]2[cH:15][c:16]([O:20][c:21]3[n:22][cH:23][n:24][c:25]4[cH:26][c:27]([O:33][CH2:34][CH2:35][CH2:36][Cl:37])[c:28]([O:31][CH3:32])[cH:29][c:30]34)[cH:17][cH:18][cH:19]2)[n:8][o:9]1.[CH2:62]([N+:63]([CH2:64][CH2:65][CH2:66][CH3:67])([CH2:68][CH2:69][CH2:70][CH3:71])[CH2:72][CH2:73][CH2:74][CH3:75])[CH2:76][CH2:77][CH3:78].[CH:47]([N:48]([CH:49]([CH3:50])[CH3:51])[CH2:52][CH3:53])([CH3:54])[CH3:55].[I-:61].[N:38]1([CH2:44][CH2:45][OH:46])[CH2:39][CH2:40][NH:41][CH2:42][CH2:43]1.[O:56]=[CH:57][N:58]([CH3:59])[CH3:60]>>[C:1]([CH3:2])([CH3:3])([CH3:4])[c:5]1[cH:6][c:7]([NH:10][C:11](=[O:12])[NH:13][c:14]2[cH:15][c:16]([O:20][c:21]3[n:22][cH:23][n:24][c:25]4[cH:26][c:27]([O:33][CH2:34][CH2:35][CH2:36][N:41]5[CH2:40][CH2:39][N:38]([CH2:44][CH2:45][OH:46])[CH2:43][CH2:42]5)[c:28]([O:31][CH3:32])[cH:29][c:30]34)[cH:17][cH:18][cH:19]2)[n:8][o:9]1. Reactants: CNC (dimethylamine), BrC1=CC=C(S1)C(=O)C=1C2=C(N=C(N1)C(F)(F)F)C=CS2 (5-bromo-2-thienyl 2-trifluoromethylthieno[3,2-d]pyrimidin-4-ylmethanone), O (water). Solvent: CCO (EtOH). Product: CN(C1=CC=C(S1)C(=O)C=1C2=C(N=C(N1)C(F)(F)F)C=CS2)C (5-Dimethylamino-2-thienyl 2-trifluoromethylthieno[3,2-d]pyrimidin-4-ylmethanone). Isolated yield 42.0%. RXN SMILES: Br[C:2]1[S:6][C:5]([C:7]([C:9]2[C:10]3[S:21][CH:20]=[CH:19][C:11]=3[N:12]=[C:13]([C:15]([F:18])([F:17])[F:16])[N:14]=2)=[O:8])=[CH:4][CH:3]=1.[CH3:22][NH:23][CH3:24].O>CCO>[CH3:22][N:23]([CH3:24])[C:2]1[S:6][C:5]([C:7]([C:9]2[C:10]3[S:21][CH:20]=[CH:19][C:11]=3[N:12]=[C:13]([C:15]([F:18])([F:17])[F:16])[N:14]=2)=[O:8])=[CH:4][CH:3]=1. Reported procedure: A suspension of 5-bromo-2-thienyl 2-trifluoromethylthieno[3,2-d]pyrimidin-4-ylmethanone (0.3 g, 0.76 mmol) in EtOH (20 mL) was treated with 40% aqueous dimethylamine (5 mL), refluxed for 1 h, cooled, treated with water (25 mL), concentrated in vacuo and the aqueous mixture extracted with EtOAc (2×25 mL), the combined extracts washed with brine (25 mL), dried (MgSO4) and concentrated in vacuo. The resulting red oil was purified by chromatography [SiO2; heptane-EtOAc (1:1)] to give the title compo...